describe an organic reaction: reactants, conditions, products, and yield From a dataset of the Open Reaction Database (ORD), a public repository of structured organic reaction records. The reactants are CS (methyl mercaptan), ClC=1C(=C(C(=C(C(=S)OC)C1)C)C1=NOCC1)C (methyl 5-chloro-3-(2-isoxazolin-3-yl)-2-methyl-4-methylthiobenzoate), C([O-])([O-])=O.[K+].[K+] (potassium carbonate), ClC1=C(C(=C(C(=O)OC)C=C1Cl)C)C1=NOCC1 (methyl 4,5-dichloro-3-(2-isoxazolin-3-yl)-2-methylbenzoate), ice water. The solvent is CN(C)C=O (DMF). The product is O1N=C(CC1)C=1C(=C(C(=S)OC)C=CC1C)C (methyl 3-(2-isoxazolin-3-yl)-2-methyl-4-methylthiobenzoate). RXN SMILES: CS.C(=O)([O-])[O-].[K+].[K+].ClC1C(Cl)=CC(C(OC)=O)=C(C)C=1C1CCON=1.Cl[C:28]1[C:29]([CH3:44])=[C:30]([C:39]2[CH2:43][CH2:42][O:41][N:40]=2)[C:31]([CH3:38])=[C:32]([CH:37]=1)[C:33]([O:35][CH3:36])=[S:34]>CN(C=O)C>[O:41]1[CH2:42][CH2:43][C:39]([C:30]2[C:31]([CH3:38])=[C:32]([CH:37]=[CH:28][C:29]=2[CH3:44])[C:33]([O:35][CH3:36])=[S:34])=[N:40]1 |f:1.2.3|. Procedure details: 10 ml of degassed DMF was placed in a colorless, transparent glass container, and 420 mg of methyl mercaptan was blown in to dissolve. Then 600 mg of potassium carbonate and 500 mg of methyl 4,5-dichloro-3-(2-isoxazolin-3-yl)-2-methylbenzoate were added one by one. The resulting solution was stirred with a Teflon magnetic stirrer at room temperature with light shielded under the nitrogen atmosphere. After stirring it for an hour, it was confirmed by NMR that methyl 5-chloro-3-(2-isoxazolin-3-yl)...